This data is from the Open Reaction Database (ORD), a public repository of structured organic reaction records. The task is: describe an organic reaction: reactants, conditions, products, and yield Reactants: CCCOc1ccc(C=CC(=O)N2CCOCC2)cc1-c1nc2c(c(C)nn2CCC)c(=O)[nH]1, CCO. The product is CCCOc1ccc(CCC(=O)N2CCOCC2)cc1-c1nc2c(c(C)nn2CCC)c(=O)[nH]1. As a reaction SMILES: [CH3:1][c:2]1[n:3][n:4]([CH2:32][CH2:33][CH3:34])[c:5]2[n:6][c:7](-[c:12]3[cH:13][c:14]([CH:15]=[CH:16][C:17](=[O:18])[N:19]4[CH2:20][CH2:21][O:22][CH2:23][CH2:24]4)[cH:25][cH:26][c:27]3[O:28][CH2:29][CH2:30][CH3:31])[nH:8][c:9](=[O:11])[c:10]12.[CH3:35][CH2:36][OH:37]>>[CH3:1][c:2]1[n:3][n:4]([CH2:32][CH2:33][CH3:34])[c:5]2[n:6][c:7](-[c:12]3[cH:13][c:14]([CH2:15][CH2:16][C:17](=[O:18])[N:19]4[CH2:20][CH2:21][O:22][CH2:23][CH2:24]4)[cH:25][cH:26][c:27]3[O:28][CH2:29][CH2:30][CH3:31])[nH:8][c:9](=[O:11])[c:10]12. Reactants: OCC(C(=O)O)CC(C)C (2-(Hydroxymethyl)-4-methylpentanoic acid). The reagents and catalysts are P(O)(O)=O (phosphonic acid). Conditions: temperature 270 celsius. The product is CC(CC(C(=O)O)=C)C (4-Methyl-2-methylenepentanoic acid). As a reaction SMILES: O[CH2:2][CH:3]([CH2:7][CH:8]([CH3:10])[CH3:9])[C:4]([OH:6])=[O:5]>P(=O)(O)O>[CH3:9][CH:8]([CH3:10])[CH2:7][C:3](=[CH2:2])[C:4]([OH:6])=[O:5]. Procedure details: 2-(Hydroxymethyl)-4-methylpentanoic acid (8.7 g) is heated with 10 drops of 85% phosphonic acid in a Wood's metal bath at 220° C. for 20 minutes. A distillation head is attached and the pressure is slowly decreased to 60 mm while the temperature is increased to 270° C. Product starts to distill and the pressure is further decreased to 10 mm. The vapor temperature varies between 180° and 190° C. The yield of the title compound as distillate is 7.0 g. Reactants: O=C[C@H](O)[C@H](O)[C@H](O)CO (D-ribose), N1C(=O)NC(=O)C=N1 (6-azauracil), O(S(=O)(=O)C(F)(F)F)[Si](C)(C)C (trimethylsilyl triflate), C[Si](C)(C)N[Si](C)(C)C (HMDS), C[Si](Cl)(C)C (trimethylchlorosilane), C(=O)(O)[O-].[Na+] (NaHCO3). The solvent is C(C)#N (acetonitrile), C(C)#N (acetonitrile). Reaction conditions: temperature 24 celsius, time 7 hour. Product: [C@@H]1([C@H](O)[C@H](O)[C@@H](CO)O1)N1C(=O)NC(=O)C=N1 (6-azauridine). As a reaction SMILES: O=[CH:2][C@@H:3]([C@@H:5]([C@@H:7]([CH2:9][OH:10])[OH:8])[OH:6])[OH:4].[NH:11]1[N:18]=[CH:17][C:15](=[O:16])[NH:14][C:12]1=[O:13].C[Si](N[Si](C)(C)C)(C)C.C[Si](C)(C)Cl.O([Si](C)(C)C)S(C(F)(F)F)(=O)=O.C([O-])(O)=O.[Na+]>C(#N)C>[C@@H:2]1([N:11]2[N:18]=[CH:17][C:15](=[O:16])[NH:14][C:12]2=[O:13])[O:8][C@H:7]([CH2:9][OH:10])[C@@H:5]([OH:6])[C@H:3]1[OH:4] |f:5.6|. Procedure: A mixture of 15 mmol (2.25 g) of dry D-ribose and 5 mmol (0.565 g) of 6-azauracil is silylated for 2 hours with 15 ml of HMDS and 0.1 ml of trimethylchlorosilane in 30 ml of boiling absolute acetonitrile. After concentrating by evaporation in vacuo, the residue is kept at 80°/1 mm for 2 hours and then dissolved in 40 ml of boiling absolute acetonitrile; 5.5 mmol (0.99 ml) of trimethylsilyl triflate in 10 ml of acetonitrile are then added at 80° C. and within the space of 45 minutes. After the mi... The reactants are ClC1=NC=CC(=C1)C#N (2-chloro-4-cyanopyridine), Cl.C(C)(C)(C)OC(CCN)=O (beta-alanine tert-butyl ester hydrochloride), CCN(C(C)C)C(C)C (DIEA). Run in CS(=O)C (DMSO), CCOCC (Et2O). Yields the product C(#N)C1=CC(=NC=C1)NCCC(=O)OC(C)(C)C (tert-butyl N-(4-cyanopyridin-2-yl)-beta-alaninate). RXN SMILES: Cl[C:2]1[CH:7]=[C:6]([C:8]#[N:9])[CH:5]=[CH:4][N:3]=1.Cl.[C:11]([O:15][C:16](=[O:20])[CH2:17][CH2:18][NH2:19])([CH3:14])([CH3:13])[CH3:12].CCN(C(C)C)C(C)C>CS(C)=O.CCOCC>[C:8]([C:6]1[CH:5]=[CH:4][N:3]=[C:2]([NH:19][CH2:18][CH2:17][C:16]([O:15][C:11]([CH3:14])([CH3:13])[CH3:12])=[O:20])[CH:7]=1)#[N:9] |f:1.2|. Procedure details: A solution of 2-chloro-4-cyanopyridine (2.00 g, 14.4 mmol), beta-alanine tert-butyl ester hydrochloride (3.14 g, 17.3 mmol) and DIEA (9.88 mL, 57.7 mmol) in anhydrous DMSO (30 mL) was heated at 150° C. for 3 days. The reaction mixture was diluted with Et2O (100 mL) and washed with water (3×60 mL) and brine (60 mL). The organic layer was dried (MgSO4) and the solvents were removed under reduced pressure. Purification by flash chromatography (silica, EtOAc/cHex) gave the title compound as a brown ...